Task: describe an organic reaction: reactants, conditions, products, and yield. Dataset: the Open Reaction Database (ORD), a public repository of structured organic reaction records Reactants: [C-]#N, CS(=O)(=O)OC1CCN(Cc2ccccc2)C1, CCCC[N+](CCCC)(CCCC)CCCC, Cc1ccccc1, CC#N, [Na+], O=C([O-])O. Yields the product N#CC1CCN(Cc2ccccc2)C1. Reaction SMILES: [C-:33]#[N:34].[CH2:1]([c:2]1[cH:3][cH:4][cH:5][cH:6][cH:7]1)[N:8]1[CH2:9][CH:10]([O:13][S:14]([CH3:15])(=[O:16])=[O:17])[CH2:11][CH2:12]1.[CH2:35]([N+:36]([CH2:37][CH2:38][CH2:39][CH3:40])([CH2:41][CH2:42][CH2:43][CH3:44])[CH2:45][CH2:46][CH2:47][CH3:48])[CH2:49][CH2:50][CH3:51].[CH3:23][c:24]1[cH:25][cH:26][cH:27][cH:28][cH:29]1.[CH3:30][C:31]#[N:32].[Na+:18].[OH:19][C:20](=[O:21])[O-:22]>>[CH2:1]([c:2]1[cH:3][cH:4][cH:5][cH:6][cH:7]1)[N:8]1[CH2:9][CH:10]([C:31]#[N:32])[CH2:11][CH2:12]1. Starting materials: FC=1C=C2C(C(=CN(C2=CC1F)C=C)C(=O)O)=O (6,7-difluoro-1-vinyl-1,4-dihydro-4-oxo-3-quinoline-carboxylic acid), CN1C2CNCCC1CC2 (9-methyl-3,9-diazabicyclo[4.2.1]nonane). Yields the product C(=C)N1C=C(C(C2=CC(=C(C=C12)N1CC2CCC(CC1)N2C)F)=O)C(=O)O (1-Vinyl-6-fluoro-7-(9-methyl-3,9-diazabicyclo[4.2.1]non-3-yl)-1,4-dihydro-4-oxo-3-quinoline carboxylic acid). Isolated yield 44.7%. RXN SMILES: [F:1][C:2]1[CH:3]=[C:4]2[C:9](=[CH:10][C:11]=1F)[N:8]([CH:13]=[CH2:14])[CH:7]=[C:6]([C:15]([OH:17])=[O:16])[C:5]2=[O:18].[CH3:19][N:20]1[CH:26]2[CH2:27][CH2:28][CH:21]1[CH2:22][NH:23][CH2:24][CH2:25]2>>[CH:13]([N:8]1[C:9]2[C:4](=[CH:3][C:2]([F:1])=[C:11]([N:23]3[CH2:24][CH2:25][CH:26]4[N:20]([CH3:19])[CH:21]([CH2:28][CH2:27]4)[CH2:22]3)[CH:10]=2)[C:5](=[O:18])[C:6]([C:15]([OH:17])=[O:16])=[CH:7]1)=[CH2:14]. Procedure details: The title comound was prepared in 44.7% yield according to example 8 by reacting 6,7-difluoro-1-vinyl-1,4-dihydro-4-oxo-3-quinoline-carboxylic acid with 9-methyl-3,9-diazabicyclo[4.2.1]nonane, m.p. 214°-215° C. Reaction conditions: temperature 55 celsius, time 26 hour. The solvent is CS(=O)(=O)O (methanesulfonic acid). Yield: 28.3%. Reaction SMILES: N[C@H](C(O)=O)CCSC.C[O:11][C:12]1[CH:13]=[CH:14][C:15]2[C:24]3[CH:19]([CH2:20][C:21](=[O:31])[N:22]([C:25]4[CH:30]=[CH:29][CH:28]=[CH:27][N:26]=4)[N:23]=3)[CH2:18][CH2:17][C:16]=2[CH:32]=1.C(=O)([O-])[O-].[K+].[K+]>CS(O)(=O)=O>[OH:11][C:12]1[CH:13]=[CH:14][C:15]2[C:24]3[CH:19]([CH2:20][C:21](=[O:31])[N:22]([C:25]4[CH:30]=[CH:29][CH:28]=[CH:27][N:26]=4)[N:23]=3)[CH2:18][CH2:17][C:16]=2[CH:32]=1 |f:2.3.4|. The product is OC=1C=CC2=C(CCC3CC(N(N=C23)C2=NC=CC=C2)=O)C1 (8-hydroxy-2-(2-pyridyl)-4,4a,5,6-tetrahydrobenzo[h]cinnolin-3(2H)-one). Procedure: A mixture of 1.0 g of methionine, 70 ml of methanesulfonic acid and 10 g of 8-methoxy-2-(2-pyridyl)-4,4a,5,6-tetrahydrobenzo[h]cinnolin-3(2H)-one is stirred at 55° C. for 26 hours. The reaction mixture is poured into ice-water, and the mixture is neutralized with potassium carbonate and extracted with chloroform. The extract is washed with an aqueous solution of sodium chloride and dried over magnesium sulfate. After the solvent is distilled off under reduced pressure, the residue is purified by... The reactants are N[C@@H](CCSC)C(=O)O (methionine), COC=1C=CC2=C(CCC3CC(N(N=C23)C2=NC=CC=C2)=O)C1 (8-methoxy-2-(2-pyridyl)-4,4a,5,6-tetrahydrobenzo[h]cinnolin-3(2H)-one), C([O-])([O-])=O.[K+].[K+] (potassium carbonate), ice water. Starting materials: CNC(S)=N.S(=O)(=O)([O-])[O-] (methylisothiourea sulfate), C(C)(=O)[O-].[Na+] (sodium acetate), COC(C(=CC1=CC(=CC(=C1)Cl)Cl)C(CC)=O)=O (3-(3,5-dichlorophenyl)-2-propionyl-acrylic methylester). Solvent: CN(C)C=O (DMF). Run at time 2 day. The product is COC(=O)C=1C(N=C(NC1CC)SC)C1=CC(=CC(=C1)Cl)Cl (4-(3,5-dichlorophenyl)-6-ethyl-2-(methylthio)-1,4-dihydropyrimidine-5-carboxylic acid methylester). As a reaction SMILES: [CH3:1][O:2][C:3](=[O:18])[C:4]([C:14](=O)[CH2:15][CH3:16])=[CH:5][C:6]1[CH:11]=[C:10]([Cl:12])[CH:9]=[C:8]([Cl:13])[CH:7]=1.C[NH:20][C:21](=[NH:23])[SH:22].S([O-])([O-])(=O)=O.[C:29]([O-])(=O)C.[Na+]>CN(C=O)C>[CH3:1][O:2][C:3]([C:4]1[CH:5]([C:6]2[CH:11]=[C:10]([Cl:12])[CH:9]=[C:8]([Cl:13])[CH:7]=2)[N:23]=[C:21]([S:22][CH3:29])[NH:20][C:14]=1[CH2:15][CH3:16])=[O:18] |f:1.2,3.4|. Procedure: 1.00 g (3.48 mmol) of 3-(3,5-dichlorophenyl)-2-propionyl-acrylic methylester was dissolved in 10 ml of DMF. 776 mg (2.79 mmol) of methylisothiourea-sulfate and 428 mg (5.22 mmol) of sodium acetate were added at room temperature and stirred at the same temperature for 2 days. After DMF was evaporated under reduced pressure, the reaction mixture was diluted with ethyl acetate. The organic layer was washed with saturated aqueous sodium chloride solution and dried over anhydrous magnesium sulfate an...